This data is from the Open Reaction Database (ORD), a public repository of structured organic reaction records. The task is: describe an organic reaction: reactants, conditions, products, and yield Reactants: NC1=NC=C(C=C1S(=O)(=O)N[C@H]1CN(CC1)C)Br (2-amino-5-bromo-N-[(3R)-1-methylpyrrolidin-3-yl]pyridine-3-sulfonamide), CC1(CC=2C(=NC=NC2CC1)N1CCOC2=C(C1)C=C(C=C2)B(O)O)C ([4-(6,6-dimethyl-5,6,7,8-tetrahydroquinazolin-4-yl)-2,3,4,5-tetrahydro-1,4-benzoxazepin-7-yl]boronic acid). Yields the product NC1=NC=C(C=C1S(=O)(=O)N[C@H]1CN(CC1)C)C=1C=CC2=C(CN(CCO2)C2=NC=NC=3CCC(CC23)(C)C)C1 (2-amino-5-[4-(6,6-dimethyl-5,6,7,8-tetrahydroquinazolin-4-yl)-2,3,4,5-tetrahydro-1,4-benzoxazepin-7-yl]-N-[(3R)-1-methylpyrrolidin-3-yl]pyridine-3-sulfonamide). RXN SMILES: [NH2:1][C:2]1[C:7]([S:8]([NH:11][C@@H:12]2[CH2:16][CH2:15][N:14]([CH3:17])[CH2:13]2)(=[O:10])=[O:9])=[CH:6][C:5](Br)=[CH:4][N:3]=1.[CH3:19][C:20]1([CH3:44])[CH2:29][CH2:28][C:27]2[N:26]=[CH:25][N:24]=[C:23]([N:30]3[CH2:36][C:35]4[CH:37]=[C:38](B(O)O)[CH:39]=[CH:40][C:34]=4[O:33][CH2:32][CH2:31]3)[C:22]=2[CH2:21]1>>[NH2:1][C:2]1[C:7]([S:8]([NH:11][C@@H:12]2[CH2:16][CH2:15][N:14]([CH3:17])[CH2:13]2)(=[O:10])=[O:9])=[CH:6][C:5]([C:38]2[CH:39]=[CH:40][C:34]3[O:33][CH2:32][CH2:31][N:30]([C:23]4[C:22]5[CH2:21][C:20]([CH3:19])([CH3:44])[CH2:29][CH2:28][C:27]=5[N:26]=[CH:25][N:24]=4)[CH2:36][C:35]=3[CH:37]=2)=[CH:4][N:3]=1. Procedure details: Prepared according to the method of example 5 by using 2-amino-5-bromo-N-[(3R)-1-methylpyrrolidin-3-yl]pyridine-3-sulfonamide (reagent preparation 25) and [4-(6,6-dimethyl-5,6,7,8-tetrahydroquinazolin-4-yl)-2,3,4,5-tetrahydro-1,4-benzoxazepin-7-yl]boronic acid (reagent preparation 23) in step 1. 1H NMR (400 MHz, Methanol-d4): 8.45 (s, 1H), 8.34 (s, 1H), 8.17 (s, 1H), 7.50 (s, 1H), 7.42 (d, 1H), 7.04 (d, 1H), 4.71 (s, 2H), 4.33 (m, 2H), 3.96 (m, 2H), 3.84 (m, 1H), 2.94 (m, 1H), 2.83 to 2.69 (m, 4...